Dataset: the Open Reaction Database (ORD), a public repository of structured organic reaction records. Task: describe an organic reaction: reactants, conditions, products, and yield Starting materials: COC1=C2C=CC=C(C2=CC=C1)CNCCC(C)C (5-methoxynaphthalene-1-ylmethyl(3-methylbutyl)amine), B(Br)(Br)Br (BBr3), C(=O)(O)[O-].[Na+] (NaHCO3), CCOC(=O)C (EtOAc), C(=O)(O)[O-].[Na+] (NaHCO3). The solvent is C(Cl)Cl (DCM), C(Cl)Cl (DCM). Reaction conditions: temperature -78 celsius, time 16 hour. The product is CC(CCNCC1=C2C=CC=C(C2=CC=C1)O)C (5-[(3-Methylbutylamino)methyl]naphthalen-1-ol). RXN SMILES: C[O:2][C:3]1[CH:12]=[CH:11][CH:10]=[C:9]2[C:4]=1[CH:5]=[CH:6][CH:7]=[C:8]2[CH2:13][NH:14][CH2:15][CH2:16][CH:17]([CH3:19])[CH3:18].B(Br)(Br)Br.C([O-])(O)=O.[Na+].CCOC(C)=O>C(Cl)Cl>[CH3:18][CH:17]([CH3:19])[CH2:16][CH2:15][NH:14][CH2:13][C:8]1[CH:7]=[CH:6][CH:5]=[C:4]2[C:9]=1[CH:10]=[CH:11][CH:12]=[C:3]2[OH:2] |f:2.3|. Procedure details: To a solution of 5-methoxynaphthalene-1-ylmethyl(3-methylbutyl)amine (Preparation 13) (310 mg, 1.20 mmol) in DCM (15 mL) at −78° C., was added 1M BBr3 in DCM (3.61 mL, 3.61 mmol.). The reaction mixture was stirred at −78° C. for 16 h. NaHCO3 (0.5 mL) was added and the mixture partitioned between NaHCO3 (0.25 mmol) and EtOAc (50 mL). The aqueous phase was extracted with EtOAc (2×50 mL) and the combine organic phases washed with 1M NaOH (20 mL). The aqueous phase was acidified with 1M HCl to pH 7 ... Reactants: C1(=CC=CC=C1)C(=C)O[Si](C)(C)C (1-phenyl-1-(trimethylsilyloxy)ethylene), diethyl ester, C(C)C1=C(C=CC=C1)SC(C(=O)O)C(=O)O ([(2-ethylphenyl)thio]propanedioic acid). Yields the product C(C)C1=C(C=CC=C1)SC=1C(OC(=CC1O)C1=CC=CC=C1)=O (3-[(2-Ethylphenyl)thio]-4-hydroxy-6-phenyl-2H-pyran-2-one). RXN SMILES: [C:1]1([C:7]([O:9][Si](C)(C)C)=[CH2:8])[CH:6]=[CH:5][CH:4]=[CH:3][CH:2]=1.[CH2:14]([C:16]1[CH:21]=[CH:20][CH:19]=[CH:18][C:17]=1[S:22][CH:23]([C:27](O)=[O:28])[C:24](O)=[O:25])[CH3:15]>>[CH2:14]([C:16]1[CH:21]=[CH:20][CH:19]=[CH:18][C:17]=1[S:22][C:23]1[C:24](=[O:25])[O:9][C:7]([C:1]2[CH:6]=[CH:5][CH:4]=[CH:3][CH:2]=2)=[CH:8][C:27]=1[OH:28])[CH3:15]. Reported procedure: The title compound was prepared by Method A using 1-phenyl-1-(trimethylsilyloxy)ethylene (4.17 g, 21.72 mmol) and diethyl ester of [(2-ethylphenyl)thio]propanedioic acid (1.5 g, 10.86 mmol). m.p. 190-192° C.; 1H NMR (400 MHz, DMSO-d6) δ1.25 (t, 3H), 2.78 (q, 2H), 6.89 (s, 1H), 6.92 (m, 1H), 7.08 (m, 2H), 7.2 (m, 1H), 7.58 (m, 3H), 7.86 (m, 2H). The reactants are O=C(O)COc1ccc(Br)nn1, C1CCNCC1, C1CCOC1. The product is O=C(COc1ccc(Br)nn1)N1CCCCC1. Reaction SMILES: [Br:1][c:2]1[cH:3][cH:4][c:5]([O:8][CH2:9][C:10](=[O:11])[OH:12])[n:6][n:7]1.[CH2:13]1[CH2:14][CH2:15][NH:16][CH2:17][CH2:18]1.[CH2:19]1[O:20][CH2:21][CH2:22][CH2:23]1>>[Br:1][c:2]1[cH:3][cH:4][c:5]([O:8][CH2:9][C:10](=[O:12])[N:16]2[CH2:15][CH2:14][CH2:13][CH2:18][CH2:17]2)[n:6][n:7]1. Reactants: NC1=CC=C(C=C1)C1(C2=CC=CC=C2C=2C=CC=CC12)C1=CC=C(C=C1)N (9,9-bis(4-aminophenyl)fluorene), FC=1C=C2C(C(=O)OC2=O)=CC1 (4-fluorophthalic anhydride). The solvent is C(C)(=O)O (acetic acid). The product is FC=1C=C2C(C(=O)N(C2=O)C2=CC=C(C=C2)C2(C3=CC=CC=C3C=3C=CC=CC23)C2=CC=C(C=C2)N2C(C=3C(C2=O)=CC(=CC3)F)=O)=CC1 (9,9-Bis{4-(4-fluorophthalimido)phenyl}fluorene), powder. Isolated yield 90.6%. RXN SMILES: [NH2:1][C:2]1[CH:7]=[CH:6][C:5]([C:8]2([C:21]3[CH:26]=[CH:25][C:24]([NH2:27])=[CH:23][CH:22]=3)[C:20]3[CH:19]=[CH:18][CH:17]=[CH:16][C:15]=3[C:14]3[C:9]2=[CH:10][CH:11]=[CH:12][CH:13]=3)=[CH:4][CH:3]=1.[F:28][C:29]1[CH:30]=[C:31]2[C:36](=[O:37])O[C:33](=[O:34])[C:32]2=[CH:38][CH:39]=1>C(O)(=O)C>[F:28][C:29]1[CH:30]=[C:31]2[C:36](=[O:37])[N:1]([C:2]3[CH:3]=[CH:4][C:5]([C:8]4([C:21]5[CH:22]=[CH:23][C:24]([N:27]6[C:36](=[O:37])[C:31]7=[CH:30][C:29]([F:28])=[CH:39][CH:38]=[C:32]7[C:33]6=[O:34])=[CH:25][CH:26]=5)[C:9]5[CH:10]=[CH:11][CH:12]=[CH:13][C:14]=5[C:15]5[C:20]4=[CH:19][CH:18]=[CH:17][CH:16]=5)=[CH:6][CH:7]=3)[C:33](=[O:34])[C:32]2=[CH:38][CH:39]=1. Procedure details: A mixture of 9,9-bis(4-aminophenyl)fluorene (17.4 g, 50 mmol), 4-fluorophthalic anhydride (18.3 g, 110 mmol), and 250 ml of acetic acid was stirred and heated under reflux for five hours and then stirred at ambient temperature overnight. A colorless precipitate formed which was filtered, washed twice with 150 ml of ethanol, washed twice with 100 ml of hexane, suction-dried for two hours, and then dried in a vacuum oven at 120° C. for 16 hours. The title compound was isolated as a colorless powde... Reactants: C1COCCO1, Cc1c(-c2cnc3c(c2)c(C(C)c2c(OCC(O)CO)ccc(F)c2Cl)cn3C(=O)OC(C)(C)C)cnn1C, Cl, [Pb]. Yields the product Cc1c(-c2cnc3[nH]cc(C(C)c4c(OCC(O)CO)ccc(F)c4Cl)c3c2)cnn1C. Reaction SMILES: [CH2:2]1[O:3][CH2:4][CH2:5][O:6][CH2:7]1.[Cl:9][c:10]1[c:11]([CH:23]([CH3:24])[c:25]2[cH:26][n:27]([C:41]([O:42][C:43]([CH3:44])([CH3:45])[CH3:46])=[O:47])[c:28]3[n:29][cH:30][c:31](-[c:34]4[cH:35][n:36][n:37]([CH3:40])[c:38]4[CH3:39])[cH:32][c:33]23)[c:12]([O:17][CH2:18][CH:19]([CH2:20][OH:21])[OH:22])[cH:13][cH:14][c:15]1[F:16].[ClH:1].[Pb:8]>>[Cl:9][c:10]1[c:11]([CH:23]([CH3:24])[c:25]2[cH:26][nH:27][c:28]3[n:29][cH:30][c:31](-[c:34]4[cH:35][n:36][n:37]([CH3:40])[c:38]4[CH3:39])[cH:32][c:33]23)[c:12]([O:17][CH2:18][CH:19]([CH2:20][OH:21])[OH:22])[cH:13][cH:14][c:15]1[F:16].